From a dataset of the Open Reaction Database (ORD), a public repository of structured organic reaction records. describe an organic reaction: reactants, conditions, products, and yield The reactants are N(=[N+]=[N-])CCCCC(SCC(=O)OCC)CCCC=1C=NC=CC1 (ethyl 8-azido-4-[3-(3-pyridyl)propyl]-3-thia-octanoate), C1(=CC=CC=C1)P(C1=CC=CC=C1)C1=CC=CC=C1 (triphenylphosphine), O (water). Solvent: O1CCCC1 (tetrahydrofuran). Conditions: time 52 hour. Product: NCCCCC(SCC(=O)OCC)CCCC=1C=NC=CC1 (ethyl 8-amino-4-[3-(3-pyridyl)propyl]-3-thia-octanoate). RXN SMILES: [N:1]([CH2:4][CH2:5][CH2:6][CH2:7][CH:8]([CH2:16][CH2:17][CH2:18][C:19]1[CH:20]=[N:21][CH:22]=[CH:23][CH:24]=1)[S:9][CH2:10][C:11]([O:13][CH2:14][CH3:15])=[O:12])=[N+]=[N-].C1(P(C2C=CC=CC=2)C2C=CC=CC=2)C=CC=CC=1.O>O1CCCC1>[NH2:1][CH2:4][CH2:5][CH2:6][CH2:7][CH:8]([CH2:16][CH2:17][CH2:18][C:19]1[CH:20]=[N:21][CH:22]=[CH:23][CH:24]=1)[S:9][CH2:10][C:11]([O:13][CH2:14][CH3:15])=[O:12]. Procedure details: To a solution of 0.1 g (0.28 mmol) ethyl 8-azido-4-[3-(3-pyridyl)propyl]-3-thia-octanoate in 0.7 ml tetrahydrofuran is added 0.082 g triphenylphosphine followed by 0.01 ml water. The mixture is stirred at room temperature for 52 h and then evaporated to give ethyl 8-amino-4-[3-(3-pyridyl)propyl]-3-thia-octanoate, NMR (CDCl3): delta 4.2 (q,2H), 3.2 (s,2H). Reactants: Cl.NN1C(N(C2=C(C(=C(C=C2C1=O)F)N1CC2C(C2C1)N)C)C1CC1)=O (3-Amino-7-(6-amino-3-azabicyclo[3.1.0]hex-3-yl)-1-cyclopropyl-6-fluoro-8-methyl-1H-quinazoline-2,4-dione hydrochloride), Cl.NN1C(N(C2=C(C(=C(C=C2C1=O)F)N1CC2C(C2C1)N)C)C1CC1)=O (3-Amino-7-(6-amino-3-azabicyclo[3.1.0]hex-3-yl)-1-cyclopropyl-6-fluoro-8-methyl-1H-quinazoline-2,4-dione hydrochloride), C(C)(C)(C)OC(NC1C2CN(CC12)C1=C(C=C2C(N(C(N(C2=C1C)C1CC1)=O)N)=O)F)=O ([3-(3-amino-1-cyclopropyl-6-fluoro-8-methyl-2,4-dioxo-1,2,3,4-tetrahydroquinazolin-7-yl)-3-azabicyclo[3.1.0]hex-6-yl]carbamic acid tert-butyl ester). The product is Cl.NN1C(N(C2=C(C(=C(C=C2C1=O)F)N1CC(C(C1)C(C)N)(C)C)C)C1CC1)=O (3-Amino-7-[4-(1-aminoethyl)-3,3-dimethylpyrrolidin-1-yl]-1-cyclopropyl-6-fluoro-8-methyl-1H-quinazoline-2,4-dione hydrochloride). RXN SMILES: [ClH:1].NN1C(=O)C2[C:6](=[C:7]([CH3:22])[C:8](N3CC4C(C4N)C3)=C(F)C=2)N(C2CC2)C1=O.C(OC(=O)[NH:33][CH:34]1[CH:39]2[CH:35]1C[N:37]([C:40]1[C:49]([CH3:50])=[C:48]3[C:43]([C:44](=[O:56])[N:45]([NH2:55])[C:46](=[O:54])[N:47]3[CH:51]3[CH2:53][CH2:52]3)=[CH:42][C:41]=1[F:57])[CH2:38]2)(C)(C)C>>[ClH:1].[NH2:55][N:45]1[C:44](=[O:56])[C:43]2[C:48](=[C:49]([CH3:50])[C:40]([N:37]3[CH2:38][CH:39]([CH:34]([NH2:33])[CH3:35])[C:7]([CH3:22])([CH3:8])[CH2:6]3)=[C:41]([F:57])[CH:42]=2)[N:47]([CH:51]2[CH2:53][CH2:52]2)[C:46]1=[O:54] |f:0.1,3.4|. Reported procedure: (aaaaaa) 3-Amino-7-(6-amino-3-azabicyclo[3.1.0]hex-3-yl)-1-cyclopropyl-6-fluoro-8-methyl-1H-quinazoline-2,4-dione hydrochloride (Compound 134) (mp 180–182° C., MS ES: m/z 346 (MH+)) from [3-(3-amino-1-cyclopropyl-6-fluoro-8-methyl-2,4-dioxo-1,2,3,4-tetrahydroquinazolin-7-yl)-3-azabicyclo[3.1.0]hex-6-yl]carbamic acid tert-butyl ester (Example 28n) using General Method A. The reactants are [OH-].[Na+] (NaOH), C1(=CC=CC=C1)C1(CCC1)C#N (1-phenylcyclobutanecarbonitrile), [H-].[H-].[H-].[H-].[Li+].[Al+3] (LiAlH4), C1(=CC=CC=C1)C.C1CCOC1 (toluene THF). The solvent is O (water), O (water), C1CCOC1 (THF), C1CCOC1 (THF). Conditions: temperature 0 celsius. Product: C1(=CC=CC=C1)C1(CCC1)CN (1-Phenylcyclobutanemethanamine). Isolated yield 74.4%. As a reaction SMILES: [H-].[H-].[H-].[H-].[Li+].[Al+3].C1(C)C=CC=CC=1.C1COCC1.[C:19]1([C:25]2([C:29]#[N:30])[CH2:28][CH2:27][CH2:26]2)[CH:24]=[CH:23][CH:22]=[CH:21][CH:20]=1.[OH-].[Na+]>C1COCC1.O>[C:19]1([C:25]2([CH2:29][NH2:30])[CH2:28][CH2:27][CH2:26]2)[CH:24]=[CH:23][CH:22]=[CH:21][CH:20]=1 |f:0.1.2.3.4.5,6.7,9.10|. Reported procedure: A commercial suspension of LiAlH4 at 13% in a toluene-THF mixture, under nitrogen (0.595 mole; 175 ml), diluted with 270 ml of THF is maintained at 0° C. A mixture of 90 g (0.572 mole) of 1-phenylcyclobutanecarbonitrile and 800 ml of THF is added dropwise during 20 minutes. After the addition, the temperature is slowly allowed to rise before heating to reflux during 1 hour. After cooling at about 5° C., 150 ml water, 150 ml 10% NaOH and again 560 ml water are poured dropwise with care. The mixtu...